Dataset: the Open Reaction Database (ORD), a public repository of structured organic reaction records. Task: describe an organic reaction: reactants, conditions, products, and yield Product: CCOC(=O)C1CCCN(c2nc3c(c(-c4ccccc4C)n2)C(=O)N(Cc2cc(C(F)(F)F)cc(C(F)(F)F)c2)CCCN3)C1. Reactants: CCOC(=O)C1CCCNC1, Cc1ccccc1-c1nc(S(C)(=O)=O)nc2c1C(=O)N(Cc1cc(C(F)(F)F)cc(C(F)(F)F)c1)CCCN2. Reaction SMILES: [CH2:40]([CH3:41])[O:42][C:43](=[O:44])[CH:45]1[CH2:46][NH:47][CH2:48][CH2:49][CH2:50]1.[F:1][C:2]([c:3]1[cH:4][c:5]([CH2:6][N:7]2[C:8](=[O:30])[c:9]3[c:10]([n:15][c:16]([S:26]([CH3:27])(=[O:28])=[O:29])[n:17][c:18]3-[c:19]3[c:20]([CH3:25])[cH:21][cH:22][cH:23][cH:24]3)[NH:11][CH2:12][CH2:13][CH2:14]2)[cH:31][c:32]([C:34]([F:35])([F:36])[F:37])[cH:33]1)([F:38])[F:39]>>[F:1][C:2]([c:3]1[cH:4][c:5]([CH2:6][N:7]2[C:8](=[O:30])[c:9]3[c:10]([n:15][c:16]([N:47]4[CH2:46][CH:45]([C:43]([O:42][CH2:40][CH3:41])=[O:44])[CH2:50][CH2:49][CH2:48]4)[n:17][c:18]3-[c:19]3[c:20]([CH3:25])[cH:21][cH:22][cH:23][cH:24]3)[NH:11][CH2:12][CH2:13][CH2:14]2)[cH:31][c:32]([C:34]([F:35])([F:36])[F:37])[cH:33]1)([F:38])[F:39]. Starting materials: N1C=CC=2C1=NC=CC2NC2=C(SC=C2)C(=O)O (3-(1H-Pyrrolo[2,3-b]pyridin-4-ylamino)-thiophene-2-carboxylic acid), NC=1SC=CC1C(=O)OC (methyl 2-aminothiophene-3-carboxylate). Product: N1C=CC=2C1=NC=CC2NC=2SC=CC2C(=O)O (2-(1H-Pyrrolo[2,3-b]pyridin-4-ylamino)-thiophene-3-carboxylic acid). Reaction SMILES: [NH:1]1[C:5]2=[N:6][CH:7]=[CH:8][C:9]([NH:10][C:11]3C=CS[C:12]=3[C:16]([OH:18])=[O:17])=[C:4]2[CH:3]=[CH:2]1.N[C:20]1[S:21]C=C[C:24]=1C(OC)=O>>[NH:1]1[C:5]2=[N:6][CH:7]=[CH:8][C:9]([NH:10][C:11]3[S:21][CH:20]=[CH:24][C:12]=3[C:16]([OH:18])=[O:17])=[C:4]2[CH:3]=[CH:2]1. Procedure: This compound was prepared in an analogous manner as 3-(1H-Pyrrolo[2,3-b]pyridin-4-ylamino)-thiophene-2-carboxylic acid using methyl 2-aminothiophene-3-carboxylate instead of methyl 3-aminothiophene-2-carboxylate.). LCMS (ESI) 260 (M+H) 1H NMR (400 MHz, DMSO-d6) δ ppm 11.88 (1H, br. s.) 10.77 (1H, s) 8.16 (1H, d, J=5.66 Hz) 7.41 (1H, dd, J=3.22, 1.85 Hz) 7.23 (1H, d, J=5.86 Hz) 7.01 (1H, d, J=5.86 Hz) 6.94 (1H, d, J=5.66 Hz) 6.47 (1H, d, J=2.73 Hz)